Dataset: the Open Reaction Database (ORD), a public repository of structured organic reaction records. Task: describe an organic reaction: reactants, conditions, products, and yield Starting materials: FC1=C(C=C2CCCC(C2=C1)=O)OS(=O)(=O)C(F)(F)F (3,4-dihydro-7-fluoro-6-trifluoromethylsulfonyloxy-1(2H)-naphthalenone), FC1=CC=C(C=C1)[Sn](CCCC)(CCCC)CCCC (4-fluorophenyltributyltin). The product is FC1=C(C=C2CCCC(C2=C1)=O)C1=CC=C(C=C1)F (3,4-Dihydro-7-fluoro-6-(4-fluorophenyl)-1(2H)-naphthalenone). The yield is 61.3%. RXN SMILES: [F:1][C:2]1[CH:11]=[C:10]2[C:5]([CH2:6][CH2:7][CH2:8][C:9]2=[O:12])=[CH:4][C:3]=1OS(C(F)(F)F)(=O)=O.[F:21][C:22]1[CH:27]=[CH:26][C:25]([Sn](CCCC)(CCCC)CCCC)=[CH:24][CH:23]=1>>[F:1][C:2]1[CH:11]=[C:10]2[C:5]([CH2:6][CH2:7][CH2:8][C:9]2=[O:12])=[CH:4][C:3]=1[C:25]1[CH:26]=[CH:27][C:22]([F:21])=[CH:23][CH:24]=1. Procedure: Using 1.50 g (4.80 mmol) of 3,4-dihydro-7-fluoro-6-trifluoromethylsulfonyloxy-1(2H)-naphthalenone and 1.85 g (4.80 mmol) of 4-fluorophenyltributyltin, the same reaction as described in Reference Example 1 was carried out to obtain 0.76 g of the above-mentioned compound (yield 61%). The reactants are C(C)(C)(C)OC(=O)N1CCC(CC1)N(C1=CC=C(C=C1)SC)CC1=CC(=CC=C1)C#N (4-[(3-cyano-benzyl)-(4-methylsulfanyl-phenyl)-amino]-piperidine-1-carboxylic acid tert-butyl ester), CO (MeOH), OOS(=O)[O-].[K+] (OXONE). Conditions: temperature 0 celsius, time 1.5 hour. The product is C(C)(C)(C)OC(=O)N1CCC(CC1)N(C1=CC=C(C=C1)S(=O)(=O)C)CC1=CC(=CC=C1)C#N (4-[(3-cyano-benzyl)-(4-methanesulfonyl-phenyl)-amino]-piperidine-1-carboxylic acid tert-butyl ester), C(C)(C)(C)OC(=O)N1CCC(CC1)N(C1=CC=C(C=C1)S(=O)C)CC1=CC(=CC=C1)C#N (4-[(3-cyano-benzyl)-(4-methanesulfinyl-phenyl)-amino]-piperidine-1-carboxylic acid tert-butyl ester). The yield is 53.0%. As a reaction SMILES: [C:1]([O:5][C:6]([N:8]1[CH2:13][CH2:12][CH:11]([N:14]([CH2:23][C:24]2[CH:29]=[CH:28][CH:27]=[C:26]([C:30]#[N:31])[CH:25]=2)[C:15]2[CH:20]=[CH:19][C:18]([S:21][CH3:22])=[CH:17][CH:16]=2)[CH2:10][CH2:9]1)=[O:7])([CH3:4])([CH3:3])[CH3:2].[OH:32][O:33][S:34]([O-:36])=O.[K+].[CH3:38]O>>[C:1]([O:5][C:6]([N:8]1[CH2:9][CH2:10][CH:11]([N:14]([CH2:23][C:24]2[CH:29]=[CH:28][CH:27]=[C:26]([C:30]#[N:31])[CH:25]=2)[C:15]2[CH:16]=[CH:17][C:18]([S:34]([CH3:38])(=[O:36])=[O:33])=[CH:19][CH:20]=2)[CH2:12][CH2:13]1)=[O:7])([CH3:2])([CH3:3])[CH3:4].[C:1]([O:5][C:6]([N:8]1[CH2:9][CH2:10][CH:11]([N:14]([CH2:23][C:24]2[CH:29]=[CH:28][CH:27]=[C:26]([C:30]#[N:31])[CH:25]=2)[C:15]2[CH:20]=[CH:19][C:18]([S:21]([CH3:22])=[O:32])=[CH:17][CH:16]=2)[CH2:12][CH2:13]1)=[O:7])([CH3:4])([CH3:2])[CH3:3] |f:1.2|. Procedure: To a solution of 4-[(3-cyano-benzyl)-(4-methylsulfanyl-phenyl)-amino]-piperidine-1-carboxylic acid tert-butyl ester (see EXAMPLE 105) (484 mg, 1.1 mmol) in MeOH (20 mL) cooled to 0° C. was added OXONE® (680 mg, 1.1 mmol) and the mixture was stirred at 0° C. for 1.5 hours. Work-up and purification afforded 4-[(3-cyano-benzyl)-(4-methanesulfonyl-phenyl)-amino]-piperidine-1-carboxylic acid tert-butyl ester (166 mg, 32%) as a white solid and 4-[(3-cyano-benzyl)-(4-methanesulfinyl-phenyl)-amino]-pipe... Starting materials: CN(C)CCON, CC(=O)[O-], CO, Cl, Cl, CC(=O)CN1CCN(C(=O)c2cc(C(F)(F)F)cc(C(F)(F)F)c2)C(Cc2c[nH]c3ccccc23)C1, [Na+]. The product is CC(CN1CCN(C(=O)c2cc(C(F)(F)F)cc(C(F)(F)F)c2)C(Cc2c[nH]c3ccccc23)C1)=NOCCN(C)C. As a reaction SMILES: [CH3:39][N:40]([CH2:41][CH2:42][O:43][NH2:44])[CH3:45].[CH3:47][C:48](=[O:49])[O-:50].[CH3:51][OH:52].[ClH:37].[ClH:38].[F:1][C:2]([c:3]1[cH:4][c:5]([C:6](=[O:7])[N:8]2[CH:9]([CH2:18][c:19]3[cH:20][nH:21][c:22]4[cH:23][cH:24][cH:25][cH:26][c:27]34)[CH2:10][N:11]([CH2:14][C:15]([CH3:16])=[O:17])[CH2:12][CH2:13]2)[cH:28][c:29]([C:31]([F:32])([F:33])[F:34])[cH:30]1)([F:35])[F:36].[Na+:46]>>[F:1][C:2]([c:3]1[cH:4][c:5]([C:6](=[O:7])[N:8]2[CH:9]([CH2:18][c:19]3[cH:20][nH:21][c:22]4[cH:23][cH:24][cH:25][cH:26][c:27]34)[CH2:10][N:11]([CH2:14][C:15]([CH3:16])=[N:44][O:43][CH2:42][CH2:41][N:40]([CH3:39])[CH3:45])[CH2:12][CH2:13]2)[cH:28][c:29]([C:31]([F:32])([F:33])[F:34])[cH:30]1)([F:35])[F:36]. Reactants: C(C=C)(=O)OC (methyl acrylate), C(=C)NC=O (N-vinylformamide). The reagents and catalysts are C1(C=CC(C=C1)=O)=O (benzoquinone), C[O-].[Na+] (sodium methoxide). Run at time 2 minute. The product is C(=C)N(C=O)CCC(=O)OC (Methyl 3-(N-vinylformamido)propionate). Yield: 91.9%. Reaction SMILES: [C:1]([O:5][CH3:6])(=[O:4])[CH:2]=[CH2:3].[CH:7]([NH:9][CH:10]=[O:11])=[CH2:8]>C1(=O)C=CC(=O)C=C1.C[O-].[Na+]>[CH:7]([N:9]([CH2:3][CH2:2][C:1]([O:5][CH3:6])=[O:4])[CH:10]=[O:11])=[CH2:8] |f:3.4|. Procedure details: To a 1000 mL three-neck round bottom flask equipped with a cold water condenser and stirrer was added 215 grams (2.5 moles) of methyl acrylate, 195 grams (2.75 moles) of N-vinylformamide, and 0.1 gram of benzoquinone. The mixture was stirred at ambient temperature for two minutes and 1.5 grams sodium methoxide was added in one portion. The mixture was stirred for approximately 2 hours at ambient temperature and allowed to stand overnight. The reaction mixture was distilled under vacuum and 361 g... The reactants are C(C)N(CCCC(C)NC(CCN1CCCC2=CC=CC=C12)=O)CC (N-(5-(diethylamino)pentan-2-yl)-3-(3,4-dihydroquinolin-1(2H)-yl)propanamide), O=P(Cl)(Cl)Cl (POCl3), CN(C)C=O (DMF). Yields the product C(C)N(CCCC(C)NC(CCN1CCCC2=CC(=CC=C12)C=O)=O)CC (N-(5-(diethylamino)pentan-2-yl)-3-(6-formyl-3,4-dihydroquinolin-1(2H)-yl)propanamide). As a reaction SMILES: [CH2:1]([N:3]([CH2:24][CH3:25])[CH2:4][CH2:5][CH2:6][CH:7]([NH:9][C:10](=[O:23])[CH2:11][CH2:12][N:13]1[C:22]2[C:17](=[CH:18][CH:19]=[CH:20][CH:21]=2)[CH2:16][CH2:15][CH2:14]1)[CH3:8])[CH3:2].O=P(Cl)(Cl)Cl.CN([CH:34]=[O:35])C>>[CH2:24]([N:3]([CH2:1][CH3:2])[CH2:4][CH2:5][CH2:6][CH:7]([NH:9][C:10](=[O:23])[CH2:11][CH2:12][N:13]1[C:22]2[C:17](=[CH:18][C:19]([CH:34]=[O:35])=[CH:20][CH:21]=2)[CH2:16][CH2:15][CH2:14]1)[CH3:8])[CH3:25]. Procedure details: The procedure was carried out as described previously in step (a) of Example 5 with Compound 10 (2.64 g, 7.6 mmol), POCl3 (1.5 mL, 15.3 mmol), and DMF (27 mL). Compound 11 was obtained (1.44 g, 51%) as a viscous brown liquid and used without any further purification. The structure of Compound 11 is given below: Reactants: COc1ccc(N(C)S(=O)(=O)c2cccc(OC(F)F)c2)cc1N1CCN(C(=O)OC(C)(C)C)CC1, CCO, CC(C)O, Cl. Yields the product Cl, COc1ccc(N(C)S(=O)(=O)c2cccc(OC(F)F)c2)cc1N1CCNCC1. Reaction SMILES: [C:1]([O:2][C:3](=[O:4])[N:8]1[CH2:9][CH2:10][N:11]([c:14]2[c:15]([O:35][CH3:36])[cH:16][cH:17][c:18]([N:20]([CH3:21])[S:22](=[O:23])(=[O:24])[c:25]3[cH:26][c:27]([O:31][CH:32]([F:33])[F:34])[cH:28][cH:29][cH:30]3)[cH:19]2)[CH2:12][CH2:13]1)([CH3:5])([CH3:6])[CH3:7].[CH3:38][CH2:39][OH:40].[CH:41]([OH:42])([CH3:43])[CH3:44].[ClH:37]>>[ClH:37].[NH:8]1[CH2:9][CH2:10][N:11]([c:14]2[c:15]([O:35][CH3:36])[cH:16][cH:17][c:18]([N:20]([CH3:21])[S:22](=[O:23])(=[O:24])[c:25]3[cH:26][c:27]([O:31][CH:32]([F:33])[F:34])[cH:28][cH:29][cH:30]3)[cH:19]2)[CH2:12][CH2:13]1. Starting materials: COC1=C(OCCN)C=CC=C1 (2-(2-Methoxyphenoxy)ethylamine), Cl (hydrochloric acid), O1C(C1)COC1=CC=CC=2NC3=CC=CC=C3C12 (4-(oxiran-2-ylmethoxy)-9H-carbazole), O (water). Run in C(C)(=O)OCC (ethyl acetate). Reaction conditions: temperature 70 celsius, time 20 minute. Yields the product COC=1C=CC=CC1OCCNCC(COC=2C=CC=C3C2C=4C=CC=CC4N3)O (carvedilol). As a reaction SMILES: [CH3:1][O:2][C:3]1[CH:12]=[CH:11][CH:10]=[CH:9][C:4]=1[O:5][CH2:6][CH2:7][NH2:8].[O:13]1[CH2:15][CH:14]1[CH2:16][O:17][C:18]1[C:30]2[C:29]3[C:24](=[CH:25][CH:26]=[CH:27][CH:28]=3)[NH:23][C:22]=2[CH:21]=[CH:20][CH:19]=1.O.Cl>C(OCC)(=O)C>[CH3:1][O:2][C:3]1[CH:12]=[CH:11][CH:10]=[CH:9][C:4]=1[O:5][CH2:6][CH2:7][NH:8][CH2:15][CH:14]([OH:13])[CH2:16][O:17][C:18]1[CH:19]=[CH:20][CH:21]=[C:22]2[NH:23][C:24]3[CH:25]=[CH:26][CH:27]=[CH:28][C:29]=3[C:30]=12. Procedure details: 2-(2-Methoxyphenoxy)ethylamine (III) (4.89 g) was heated to about 100° C., after which 4-(oxiran-2-ylmethoxy)-9H-carbazole (II) (3.31 g) was added portionwise. After approximately 20 minutes, the reaction mixture was cooled to about 70° C., after which water (25 ml) and ethyl acetate (15 ml) were added. The pH of the two-phase mixture was then adjusted to 5 with 2 N hydrochloric acid. The solid that formed, Carvedilol hydrochloride hydrate, is filtered, washed with water (20 ml) followed with et...